describe an organic reaction: reactants, conditions, products, and yield From a dataset of the Open Reaction Database (ORD), a public repository of structured organic reaction records. Product: CCc1nc(-c2ccc(OC)cc2Cl)c(CC)nc1NC1CCCc2ccc(OC)cc21. The reactants are CCc1nc(NC2CCCc3ccc(OC)cc32)c(CC)nc1Br, CCc1nc(-c2ccc(Cl)cc2Cl)c(CC)nc1NC1c2ccccc2CC1O, COc1ccc(B(O)O)c(Cl)c1. RXN SMILES: [Br:30][c:31]1[n:32][c:33]([CH2:52][CH3:53])[c:34]([NH:39][CH:40]2[CH2:41][CH2:42][CH2:43][c:44]3[cH:45][cH:46][c:47]([O:50][CH3:51])[cH:48][c:49]32)[n:35][c:36]1[CH2:37][CH3:38].[Cl:1][c:2]1[cH:3][c:4]([Cl:5])[cH:6][cH:7][c:8]1-[c:9]1[n:10][c:11]([CH2:12][CH3:13])[c:14]([NH:15][CH:16]2[c:17]3[c:18]([cH:19][cH:20][cH:21][cH:22]3)[CH2:23][CH:24]2[OH:25])[n:26][c:27]1[CH2:28][CH3:29].[Cl:54][c:55]1[c:56]([B:63]([OH:64])[OH:65])[cH:57][cH:58][c:59]([O:61][CH3:62])[cH:60]1>>[c:31]1(-[c:56]2[c:55]([Cl:54])[cH:60][c:59]([O:61][CH3:62])[cH:58][cH:57]2)[n:32][c:33]([CH2:52][CH3:53])[c:34]([NH:39][CH:40]2[CH2:41][CH2:42][CH2:43][c:44]3[cH:45][cH:46][c:47]([O:50][CH3:51])[cH:48][c:49]32)[n:35][c:36]1[CH2:37][CH3:38]. Reactants: COC=1C=C2CC3=C(NN=C3NC3=CC(=CC=C3)F)C2=CC1OC ((6,7-Dimethoxy-1,4-dihydro-indeno[1,2-c]pyrazol-3-yl)-(3-fluoro-phenyl)-amine), COC=1C=C2CC3=C(NN=C3NC3=CC(=CC=C3)F)C2=CC1OC ((6,7-Dimethoxy-1,4-dihydro-indeno[1,2-c]pyrazol-3-yl)-(3-fluoro-phenyl)-amine), O=C(CC(=O)O)N1CCCC1 (3-Oxo-3-pyrrolidin-1-yl-propionic acid), O=C(CC(=O)O)N1CCCC1 (3-Oxo-3-pyrrolidin-1-yl-propionic acid), CN(CCCN=C=NCC)C (1-(3-Dimethylaminopropyl)-3-ethylcarbodiimide), O.OC1=CC=CC=2NN=NC21 (hydroxybenzo-triazole hydrate), CCN(C(C)C)C(C)C (DIEA). Run in CN(C)C=O (DMF). The product is FC=1C=C(C=CC1)NC=1C2=C(N(N1)C(CC(=O)N1CCCC1)=O)C1=CC(=C(C=C1C2)OC)OC (1-[3-(3-Fluoro-phenylamino)-6,7-dimethoxy-4H-indeno[1,2-c]pyrazol-1-yl]-3-pyrrolidin-1-yl-propane-1,3-dione). As a reaction SMILES: [CH3:1][O:2][C:3]1[CH:4]=[C:5]2[C:20](=[CH:21][C:22]=1[O:23][CH3:24])[C:8]1[NH:9][N:10]=[C:11]([NH:12][C:13]3[CH:18]=[CH:17][CH:16]=[C:15]([F:19])[CH:14]=3)[C:7]=1[CH2:6]2.[O:25]=[C:26]([N:31]1[CH2:35][CH2:34][CH2:33][CH2:32]1)[CH2:27][C:28](O)=[O:29].CN(C)CCCN=C=NCC.O.OC1C2N=NNC=2C=CC=1.CCN(C(C)C)C(C)C>CN(C=O)C>[F:19][C:15]1[CH:14]=[C:13]([NH:12][C:11]2[C:7]3[CH2:6][C:5]4[C:20](=[CH:21][C:22]([O:23][CH3:24])=[C:3]([O:2][CH3:1])[CH:4]=4)[C:8]=3[N:9]([C:28](=[O:29])[CH2:27][C:26]([N:31]3[CH2:35][CH2:34][CH2:33][CH2:32]3)=[O:25])[N:10]=2)[CH:18]=[CH:17][CH:16]=1 |f:3.4|. Procedure: A mixture of (6,7-Dimethoxy-1,4-dihydro-indeno[1,2-c]pyrazol-3-yl)-(3-fluoro-phenyl)-amine (Compound 14) (0.36, 1.0 mmol), 3-Oxo-3-pyrrolidin-1-yl-propionic acid (Compound 28a) (0.157 g, 1.0 mmole), 1-(3-Dimethylaminopropyl)-3-ethylcarbodiimide (EDC) (0.24 g, 1.25 mmol), hydroxybenzo-triazole hydrate (HOBT) (0.17 g, 1.25 mmol) and DIEA (0.220 mL, 1.25 mmol) was stirred in 10 mL DMF over night at room temperature. The reaction was quenched with saturated NaHCO3 and extracted with EtOAc. The solve... Starting materials: C1(=CC=CC=C1)S(=O)(=O)N1C=CC2=CC(=CC=C12)SC (1-benzenesulfonyl-5-methylthioindole), [Cl-].[NH4+] (ammonium chloride), C(=O)C1=CC=C(O1)C(=O)OCC (ethyl 5-formyl-2-furancarboxylate). The solvent is O1CCCC1 (tetrahydrofuran), C(CCC)[Li] (n-butyl lithium). Conditions: time 30 minute. Product: C1(=CC=CC=C1)S(=O)(=O)N1C(=CC2=CC(=CC=C12)SC)C(O)C1=CC=C(O1)C(=O)OCC (1-benzenesulfonyl-2-(2-ethoxycarbonylfuran-5-yl-hydroxymethyl)-5-methylthioindole). The yield is 73.7%. RXN SMILES: [C:1]1([S:7]([N:10]2[C:18]3[C:13](=[CH:14][C:15]([S:19][CH3:20])=[CH:16][CH:17]=3)[CH:12]=[CH:11]2)(=[O:9])=[O:8])[CH:6]=[CH:5][CH:4]=[CH:3][CH:2]=1.[CH:21]([C:23]1[O:27][C:26]([C:28]([O:30][CH2:31][CH3:32])=[O:29])=[CH:25][CH:24]=1)=[O:22].[Cl-].[NH4+]>O1CCCC1.C([Li])CCC>[C:1]1([S:7]([N:10]2[C:18]3[C:13](=[CH:14][C:15]([S:19][CH3:20])=[CH:16][CH:17]=3)[CH:12]=[C:11]2[CH:21]([C:23]2[O:27][C:26]([C:28]([O:30][CH2:31][CH3:32])=[O:29])=[CH:25][CH:24]=2)[OH:22])(=[O:9])=[O:8])[CH:2]=[CH:3][CH:4]=[CH:5][CH:6]=1 |f:2.3|. Procedure details: To a solution of 1-benzenesulfonyl-5-methylthioindole (0.5178 g) in tetrahydrofuran (17 ml), n-butyl lithium (1.3 ml, 1.59 M) was added dropwise at −78° C. and the mixture was stirred for 30 minutes, followed by addition of the compound obtained in Example 30 (1) (0.3444 g), and the mixture was stirred at −50° C. for 40 minutes. The reaction solution was poured into a saturated aqueous ammonium chloride solution and extracted with ethyl acetate. The organic layer was washed with a saturated aque... The reactants are CN(CCO)C (2-dimethylaminoethanol), CC(C)([O-])C.[K+] (potassium tert-butoxide), ClC1=NC=CN=C1 (chloropyrazine). The solvent is C1CCOC1 (THF). Conditions: time 5 minute. Product: NH4OH-, CN(CCOC1=NC=CN=C1)C (2-(2-dimethylaminoethoxy)pyrazine). As a reaction SMILES: [CH3:1][N:2]([CH3:6])[CH2:3][CH2:4][OH:5].CC(C)([O-])C.[K+].Cl[C:14]1[CH:19]=[N:18][CH:17]=[CH:16][N:15]=1>C1COCC1>[CH3:1][N:2]([CH3:6])[CH2:3][CH2:4][O:5][C:14]1[CH:19]=[N:18][CH:17]=[CH:16][N:15]=1 |f:1.2|. Procedure: A solution of 2-dimethylaminoethanol (1 mL) in THF (20 mL) was treated with potassium tert-butoxide (1.2 g). After 5 min, chloropyrazine (2 g) was added and the reaction stirred 2 h. The solvent was evaporated, the residue suspended in cold water, the mixture acidified, and the mixture extracted with ether. The aqueous fraction was made basic and extracted with EtOAc. The extracts were dried, the solvent evaporated, and the residue purified by radial chromatography eluting with 10%-EtOH-1%--NH4O... The reactants are CC(=O)O, O=C1CCC(=O)N1Cl, CCOC(=O)COc1cccs1. Product: CCOC(=O)COc1ccc(Cl)s1. RXN SMILES: [CH3:21][C:22](=[O:23])[OH:24].[Cl:13][N:14]1[C:15](=[O:16])[CH2:17][CH2:18][C:19]1=[O:20].[s:1]1[c:2]([O:6][CH2:7][C:8](=[O:9])[O:10][CH2:11][CH3:12])[cH:3][cH:4][cH:5]1>>[s:1]1[c:2]([O:6][CH2:7][C:8](=[O:9])[O:10][CH2:11][CH3:12])[cH:3][cH:4][c:5]1[Cl:13]. The reactants are C(C)(=O)SCCC(=O)N1[C@H](C(=O)O)CC(C1)(CCCC1=CC=CC=C1)O (1-[3-(Acetylthio)-1-oxopropyl]-4-hydroxy-4-(phenylpropyl)-L-proline), N (ammonia). The product is OC1(C[C@H](N(C1)C(CCS)=O)C(=O)O)CCCC1=CC=CC=C1 (4-hydroxy-1-(3-mercapto-1-oxopropyl)-4-(phenylpropyl)-L-proline). As a reaction SMILES: C([S:4][CH2:5][CH2:6][C:7]([N:9]1[CH2:16][C:15]([OH:26])([CH2:17][CH2:18][CH2:19][C:20]2[CH:25]=[CH:24][CH:23]=[CH:22][CH:21]=2)[CH2:14][C@H:10]1[C:11]([OH:13])=[O:12])=[O:8])(=O)C.N>>[OH:26][C:15]1([CH2:17][CH2:18][CH2:19][C:20]2[CH:21]=[CH:22][CH:23]=[CH:24][CH:25]=2)[CH2:16][N:9]([C:7](=[O:8])[CH2:6][CH2:5][SH:4])[C@H:10]([C:11]([OH:13])=[O:12])[CH2:14]1. Procedure: The product from part (b) is treated with concentrated ammonia according to the procedure of Example 2 to yield 4-hydroxy-1-(3-mercapto-1-oxopropyl)-4-(phenylpropyl)-L-proline. As a reaction SMILES: [CH3:1][O:2][C:3]1[N:8]=[C:7]2[C:9]([C:13]3[N:23]([S:24]([C:27]4[CH:32]=[CH:31][C:30]([CH3:33])=[CH:29][CH:28]=4)(=[O:26])=[O:25])[C:16]4[N:17]=[CH:18][CH:19]=[C:20]([CH:21]=O)[C:15]=4[CH:14]=3)=[CH:10][N:11]([CH3:12])[C:6]2=[CH:5][C:4]=1[O:34][CH3:35].[CH3:36][N:37]1[CH2:42][CH2:41][N:40]([C:43]2[CH:50]=[CH:49][C:46]([CH2:47][NH2:48])=[CH:45][CH:44]=2)[CH2:39][CH2:38]1>>[CH3:1][O:2][C:3]1[N:8]=[C:7]2[C:9]([C:13]3[N:23]([S:24]([C:27]4[CH:32]=[CH:31][C:30]([CH3:33])=[CH:29][CH:28]=4)(=[O:26])=[O:25])[C:16]4=[N:17][CH:18]=[CH:19][C:20]([CH2:21][NH:48][CH2:47][C:46]5[CH:45]=[CH:44][C:43]([N:40]6[CH2:39][CH2:38][N:37]([CH3:36])[CH2:42][CH2:41]6)=[CH:50][CH:49]=5)=[C:15]4[CH:14]=3)=[CH:10][N:11]([CH3:12])[C:6]2=[CH:5][C:4]=1[O:34][CH3:35]. Reported procedure: The product is prepared by following the procedure described in example 34, stage (j), starting with 0.1 g of 2-(5,6-dimethoxy-1-methyl-1H-pyrrolo[3,2-b]pyridin-3-yl)-1-(toluene-4-sulfonyl)-1H-pyrrolo[2,3-b]pyridin-4-carbaldehyde and 0.209 cm3 of 4-(4-methylpiperazino)benzylamine instead of the cyclopropylamine used in example 34, stage (j). After purification by flash-pack chromatography (SiO2, dichloromethane/methanol 90/10 by volume as eluents), 0.083 g of [2-(5,6-dimethoxy-1-methyl-1H-pyrrol... The product is COC1=C(C=C2C(=N1)C(=CN2C)C2=CC=1C(=NC=CC1CNCC1=CC=C(C=C1)N1CCN(CC1)C)N2S(=O)(=O)C2=CC=C(C=C2)C)OC ([2-(5,6-dimethoxy-1-methyl-1H-pyrrolo[3,2-b]pyridin-3-yl)-1-(toluene-4-sulfonyl)-1H-pyrrolo[2,3-b]pyridin-4-ylmethyl]-[4-(4-methylpiperazin-1-yl)-benzyl]amine). The reactants are COC1=C(C=C2C(=N1)C(=CN2C)C2=CC1=C(N=CC=C1C=O)N2S(=O)(=O)C2=CC=C(C=C2)C)OC (2-(5,6-dimethoxy-1-methyl-1H-pyrrolo[3,2-b]pyridin-3-yl)-1-(toluene-4-sulfonyl)-1H-pyrrolo[2,3-b]pyridin-4-carbaldehyde), CN1CCN(CC1)C1=CC=C(CN)C=C1 (4-(4-methylpiperazino)benzylamine).